Task: describe an organic reaction: reactants, conditions, products, and yield. Dataset: the Open Reaction Database (ORD), a public repository of structured organic reaction records Reactants: C(C)(C)C1=C(C(=C2C(CC(OC2=C1)(C)C)=O)C1=CC=CC=C1)C(C1=CC=C(C=C1)OC(F)(F)F)=O (7-Isopropyl-2,2-dimethyl-5-phenyl-6-[4-(trifluoromethoxy)benzoyl]-2,3-dihydro-4H-chromen-4-one), N[C@H]1[C@H](CC2=CC=CC=C12)O ((1R,2S)-1-aminoindan-2-ol), CO (Methanol). Run in O1CCCC1 (tetrahydrofuran), O1CCCC1 (tetrahydrofuran). Reaction conditions: temperature 0 celsius, time 30 minute. The product is O[C@H]1CC(OC2=CC(=C(C(=C12)C1=CC=CC=C1)C(=O)C1=CC=C(C=C1)OC(F)(F)F)C(C)C)(C)C ([(4S)-4-Hydroxy-7-isopropyl-2,2-dimethyl-5-phenyl-3,4-dihydro-2H-chromen-6-yl][4-(trifluoromethoxy)phenyl]methanone). RXN SMILES: N[C@@H]1C2C(=CC=CC=2)C[C@@H]1O.[CH:12]([C:15]1[CH:24]=[C:23]2[C:18]([C:19](=[O:27])[CH2:20][C:21]([CH3:26])([CH3:25])[O:22]2)=[C:17]([C:28]2[CH:33]=[CH:32][CH:31]=[CH:30][CH:29]=2)[C:16]=1[C:34](=[O:46])[C:35]1[CH:40]=[CH:39][C:38]([O:41][C:42]([F:45])([F:44])[F:43])=[CH:37][CH:36]=1)([CH3:14])[CH3:13].CO>O1CCCC1>[OH:27][C@@H:19]1[C:18]2[C:23](=[CH:24][C:15]([CH:12]([CH3:13])[CH3:14])=[C:16]([C:34]([C:35]3[CH:40]=[CH:39][C:38]([O:41][C:42]([F:45])([F:43])[F:44])=[CH:37][CH:36]=3)=[O:46])[C:17]=2[C:28]2[CH:29]=[CH:30][CH:31]=[CH:32][CH:33]=2)[O:22][C:21]([CH3:25])([CH3:26])[CH2:20]1. Reported procedure: 72 μl (410 μmol) of borane/N,N-diethylaniline complex are added slowly to a solution of 2.3 mg (20 μmol) of (1R,2S)-1-aminoindan-2-ol in 1.5 ml of tetrahydrofuran, and the mixture is stirred for 30 min. The mixture is then cooled to 0° C., and a solution of 49 mg (100 μmol) of 7-isopropyl-2,2-dimethyl-5-phenyl-6-[4-(trifluoromethoxy)benzoyl]-2,3-dihydro-4H-chromen-4-one (Example 32A) in 3.5 ml of tetrahydrofuran is slowly added dropwise. The mixture is allowed to thaw slowly and stirred at room ... Reactants: BrC1=CC=C2C(NC(=NC2=C1)OC)=O (7-bromo-2-methoxyquinazolin-4(3H)-one), C1CCC2=NCCCN2CC1 (DBU), O=P(Cl)(Cl)Cl (POCl3). The solvent is C(Cl)Cl (DCM). Reaction conditions: time 20 minute. The product is BrC1=CC=C2C(=NC(=NC2=C1)OC)Cl (7-BROMO-4-CHLORO-2-METHOXYQUINAZOLINE). RXN SMILES: [Br:1][C:2]1[CH:11]=[C:10]2[C:5]([C:6](=O)[NH:7][C:8]([O:12][CH3:13])=[N:9]2)=[CH:4][CH:3]=1.C1CCN2C(=NCCC2)CC1.O=P(Cl)(Cl)[Cl:28]>C(Cl)Cl>[Br:1][C:2]1[CH:11]=[C:10]2[C:5]([C:6]([Cl:28])=[N:7][C:8]([O:12][CH3:13])=[N:9]2)=[CH:4][CH:3]=1. Procedure: A solution of 7-bromo-2-methoxyquinazolin-4(3H)-one (1.900 g, 7.45 mmol) in 30 mL DCM was treated with DBU (1.123 ml, 7.45 mmol) and was allowed to stir for 20 minutes. The cloudy purple solution was then treated with POCl3 (0.833 ml, 8.94 mmol) and was allowed to stir for one hour at room temperature. LC/MS showed mostly product, so the reaction mixture was concentrated. The crude residue was carried on to step 3 without purification. (M+H)+=271.2. Reactants: ice water, COCCOC (1,2-dimethoxyethane), C(C#C)Br (propargyl bromide), COCCOC (1,2-dimethoxyethane), [NH2-].[Na+] (sodium amide), COC(CC(CCCC(C)(O)C)C)OC (1,1-dimethoxy-3,7-dimethyl-7-octanol), COCCOC (1,2-dimethoxyethane). Reaction conditions: temperature 85 celsius, time 15 hour. The product is dimethylacetal, CC(C(C=O)OCC#C)CCCC(C)C (3,7-dimethyl-(2-propynyloxy)-octanal). RXN SMILES: [NH2-].[Na+].CO[CH:5]([O:16]C)[CH2:6][CH:7]([CH3:15])[CH2:8][CH2:9][CH2:10][C:11]([CH3:14])(O)[CH3:12].[CH2:18](Br)[C:19]#[CH:20].C[O:23]CCOC>>[CH3:15][CH:7]([CH2:8][CH2:9][CH2:10][CH:11]([CH3:12])[CH3:14])[CH:6]([O:23][CH2:18][C:19]#[CH:20])[CH:5]=[O:16] |f:0.1|. Reported procedure: 59 g. of sodium amide (50% suspension in benzene) are placed in 1 liter of 1,2-dimethoxyethane and treated dropwise, while cooling with ice, with 109.2 g. of 1,1-dimethoxy-3,7-dimethyl-7-octanol in 400 ml. of 1,2-dimethoxyethane. The mixture is left to stir under a nitrogen atmosphere for 15 hours at 85°C. The mixture is then again cooled and treated dropwise with a solution of 89.3 g. of propargyl bromide in 250 ml. of 1,2-dimethoxyethane. The mixture is then left to stir at 40°C. until the rea... Starting materials: C(C1=CC=CC=C1)OC=1C=C(C2=C(OC(OC2=O)(C)C)C1)C#CCCCCC (7-Benzyloxy-2,2-dimethyl-5- (1-heptyn-1-yl ) -4H-1,3-benzodioxin-4-one). The reagents and catalysts are [OH-].[OH-].[Pd+2] (Pd(OH)2). Run in CCO (EtOH). Product: CC1(OC(C2=C(O1)C=C(C=C2CCCCCCC)O)=O)C (2,2-Dimethyl-5- (1-heptyl ) -7-hydroxy-4H-1,3-benzodioxin-4-one). As a reaction SMILES: C([O:8][C:9]1[CH:10]=[C:11]([C:22]#[C:23][CH2:24][CH2:25][CH2:26][CH2:27][CH3:28])[C:12]2[C:17](=[O:18])[O:16][C:15]([CH3:20])([CH3:19])[O:14][C:13]=2[CH:21]=1)C1C=CC=CC=1>CCO.[OH-].[OH-].[Pd+2]>[CH3:20][C:15]1([CH3:19])[O:14][C:13]2[CH:21]=[C:9]([OH:8])[CH:10]=[C:11]([CH2:22][CH2:23][CH2:24][CH2:25][CH2:26][CH2:27][CH3:28])[C:12]=2[C:17](=[O:18])[O:16]1 |f:2.3.4|. Procedure details: Compound (12) (500 mg, 1.32 mmol) was hydrogenated over Pd(OH)2 (20%, 95 mg, ca. 0.1 eq.) in EtOH (15 mL) at atmospheric pressure for 12 hrs. Filtration through Celite™ and concentration left 387 mg (100%) of white solids. m.p. 100°-102° C. IR (CHCl3) 3100-3400, 3020, 2930, 1715, 1615, 1590, 1450, 1390, 1295, 1170, 1050 cm-1 ; 1H NMR (CDCl3, 250 MHz) δ6.42 (d, 1H, J=2.4 HZ, ArH), 6.27 (d, 1H, J=2.4 Hz, ArH), 5.50 (br s, 1H, OH), 3.04 (br t 2H, J=7.7 Hz), 1.69 (s, 6H, CH3), 1.20-1.65 (m, 1OH), 0.... The reactants are COc1ccc(C(C)N)nc1, CCN=C=NCCCN(C)C, CCN(C(C)C)C(C)C, Cl, Cl, CN(C)C=O, On1nnc2cccnc21, O=C(O)Cc1ccc(-c2ccccc2)cc1. Product: COc1ccc(C(C)NC(=O)Cc2ccc(-c3ccccc3)cc2)nc1. RXN SMILES: [CH3:18][O:19][c:20]1[cH:21][cH:22][c:23]([CH:26]([CH3:27])[NH2:28])[n:24][cH:25]1.[CH3:49][N:50]([CH3:51])[CH2:52][CH2:53][CH2:54][N:55]=[C:56]=[N:57][CH2:58][CH3:59].[CH:39]([N:40]([CH:41]([CH3:42])[CH3:43])[CH2:44][CH3:45])([CH3:46])[CH3:47].[ClH:17].[ClH:48].[O:60]=[CH:61][N:62]([CH3:63])[CH3:64].[OH:29][n:30]1[c:31]2[n:32][cH:33][cH:34][cH:35][c:36]2[n:37][n:38]1.[c:1]1(-[c:11]2[cH:12][cH:13][cH:14][cH:15][cH:16]2)[cH:2][cH:3][c:4]([CH2:7][C:8](=[O:9])[OH:10])[cH:5][cH:6]1>>[c:1]1(-[c:11]2[cH:12][cH:13][cH:14][cH:15][cH:16]2)[cH:2][cH:3][c:4]([CH2:7][C:8](=[O:10])[NH:28][CH:26]([c:23]2[cH:22][cH:21][c:20]([O:19][CH3:18])[cH:25][n:24]2)[CH3:27])[cH:5][cH:6]1. Starting materials: Cc1cc(Cl)cc(Cl)c1S(=O)(=O)Cl, Nc1cccc(COCC(F)(F)F)n1. Product: Cc1cc(Cl)cc(Cl)c1S(=O)(=O)Nc1cccc(COCC(F)(F)F)n1. Reaction SMILES: [Cl:15][c:16]1[c:17]([S:24](=[O:25])(=[O:26])[Cl:27])[c:18]([CH3:23])[cH:19][c:20]([Cl:22])[cH:21]1.[F:1][C:2]([CH2:3][O:4][CH2:5][c:6]1[cH:7][cH:8][cH:9][c:10]([NH2:12])[n:11]1)([F:13])[F:14]>>[F:1][C:2]([CH2:3][O:4][CH2:5][c:6]1[cH:7][cH:8][cH:9][c:10]([NH:12][S:24]([c:17]2[c:16]([Cl:15])[cH:21][c:20]([Cl:22])[cH:19][c:18]2[CH3:23])(=[O:25])=[O:26])[n:11]1)([F:13])[F:14].